Dataset: the Open Reaction Database (ORD), a public repository of structured organic reaction records. Task: describe an organic reaction: reactants, conditions, products, and yield Reactants: [OH-].[Na+] (sodium hydroxide), [BH4-].[Li+] (lithium tetrahydroborate), N[C@H](C(=O)O)CC1=C(C=C(C=C1)Cl)Cl ((S)-2-amino-3-(2,4-dichlorophenyl)propanoic acid), Cl[Si](C)(C)C (Chlorotrimethylsilane). Solvent: C1CCOC1 (THF). Run at time 20 minute. Product: N[C@H](CO)CC1=C(C=C(C=C1)Cl)Cl ((S)-2-amino-3-(2,4-dichlorophenyl)propan-1-ol). As a reaction SMILES: [BH4-].[Li+].Cl[Si](C)(C)C.[NH2:8][C@@H:9]([CH2:13][C:14]1[CH:19]=[CH:18][C:17]([Cl:20])=[CH:16][C:15]=1[Cl:21])[C:10](O)=[O:11].[OH-].[Na+]>C1COCC1>[NH2:8][C@@H:9]([CH2:13][C:14]1[CH:19]=[CH:18][C:17]([Cl:20])=[CH:16][C:15]=1[Cl:21])[CH2:10][OH:11] |f:0.1,4.5|. Procedure details: A solution of lithium tetrahydroborate (190 mg, 8.50 mmol) in THF (4 mL) was cooled to 0° C. Chlorotrimethylsilane (2.2 mL, 17 mmol) was added dropwise. The mixture was stirred for 20 minutes at room temperature and then returned to 0° C. (S)-2-amino-3-(2,4-dichlorophenyl)propanoic acid (1.00 g, 4.27 mmol) was then added. The reaction was allowed to warm up slowly to room temperature while stirring overnight. The mixture was cooled to 0° C. and quenched by slow addition of methanol (1 mL) follow... Starting materials: BrBr, ClCCl, CC1(C)COc2ccccc2OC1. Yields the product CC1(C)COc2ccc(Br)cc2OC1. Reaction SMILES: [Br:14][Br:15].[CH2:16]([Cl:17])[Cl:18].[CH3:1][C:2]1([CH3:13])[CH2:3][O:4][c:5]2[c:6]([cH:9][cH:10][cH:11][cH:12]2)[O:7][CH2:8]1>>[CH3:1][C:2]1([CH3:13])[CH2:3][O:4][c:5]2[c:6]([cH:9][c:10]([Br:14])[cH:11][cH:12]2)[O:7][CH2:8]1.